From a dataset of the Open Reaction Database (ORD), a public repository of structured organic reaction records. describe an organic reaction: reactants, conditions, products, and yield Reactants: C(C)(C)(C)N1CC(C1)([N+](=O)[O-])[N+](=O)[O-] (1-tertiarybutyl-3,3-dinitroazetidine), ClC(=O)OC (methyl chloroformate). Product: COC(=O)N1CC(C1)([N+](=O)[O-])[N+](=O)[O-] (1-(methyl oxycarbonyl)-3,3-dinitroazetidine). As a reaction SMILES: C([N:5]1[CH2:8][C:7]([N+:12]([O-:14])=[O:13])([N+:9]([O-:11])=[O:10])[CH2:6]1)(C)(C)C.Cl[C:16]([O:18][CH3:19])=[O:17]>>[CH3:19][O:18][C:16]([N:5]1[CH2:8][C:7]([N+:12]([O-:14])=[O:13])([N+:9]([O-:11])=[O:10])[CH2:6]1)=[O:17]. Reported procedure: reacting a mixture of 1-tertiarybutyl-3,3-dinitroazetidine and methyl chloroformate to form 1-(methyl oxycarbonyl)-3,3-dinitroazetidine; Reactants: ClC1=CC(=NC=C1)C(=O)OC (methyl 4-chloropyridine-2-carboxylate), CN (methylamine). The solvent is CO (MeOH), C1CCOC1 (THF). Conditions: temperature 0 celsius, time 3 hour. Product: ClC1=CC(=NC=C1)C(=O)NC (4-chloro-N-methylpyridine-2-carboxamide). Yield: 84.0%. RXN SMILES: [Cl:1][C:2]1[CH:7]=[CH:6][N:5]=[C:4]([C:8]([O:10]C)=O)[CH:3]=1.[CH3:12][NH2:13]>CO.C1COCC1>[Cl:1][C:2]1[CH:7]=[CH:6][N:5]=[C:4]([C:8]([NH:13][CH3:12])=[O:10])[CH:3]=1. Reported procedure: To a solution of methyl 4-chloropyridine-2-carboxylate (29.9 g, 174.9 mmol) in MeOH (15 mL) at 0° C. was added 2M methylamine in THF (437 mL, 874 nunol) dropwise. The reaction was allowed to stir at 0° C. for 3 h. The mixture was then concentrated and extracted with EtOAc (2×). The organic solutions were combined, washed with brine, dried over Na2SO4 and concentrated to give 4-chloro-N-methylpyridine-2-carboxamide (25 g, 84%). 1H NMR (300 MHz, d6-DMSO) δ: 8.85 (br s, 1H), 8.61 (d, 1H), 8.00 (d, ... Starting materials: OC1C(=C(N2[C@H]1CC2=O)C(=O)OCOC(C(C)(C)C)=O)C (pivaloyloxymethyl 1-hydroxy-2-methylcarbapen-2-em-3-carboxylate), C(Cl)(Cl)Cl (chloroform), C(C)(=O)OCC (ethyl acetate). The reagents and catalysts are [Zn] (zinc). The solvent is C(C)(=O)O.O1CCCC1 (acetic acid tetrahydrofuran). The product is OC1C(C(N2[C@H]1CC2=O)C(=O)OCOC(C(C)(C)C)=O)C (pivaloyloxymethyl 1-hydroxy-2-methylcarbapenam-3-carboxylate). Reaction SMILES: [OH:1][CH:2]1[C@@H:6]2[CH2:7][C:8](=[O:9])[N:5]2[C:4]([C:10]([O:12][CH2:13][O:14][C:15](=[O:20])[C:16]([CH3:19])([CH3:18])[CH3:17])=[O:11])=[C:3]1[CH3:21].C(Cl)(Cl)Cl.C(OCC)(=O)C>C(O)(=O)C.O1CCCC1.[Zn]>[OH:1][CH:2]1[C@@H:6]2[CH2:7][C:8](=[O:9])[N:5]2[CH:4]([C:10]([O:12][CH2:13][O:14][C:15](=[O:20])[C:16]([CH3:18])([CH3:17])[CH3:19])=[O:11])[CH:3]1[CH3:21] |f:3.4|. Procedure: By the method of Example 2, pivaloyloxymethyl 1-hydroxy-2-methylcarbapen-2-em-3-carboxylate is reduced with specially activated zinc powder in acetic acid-tetrahydrofuran, the reaction monitored by tlc (4:1 chloroform:ethyl acetate) and the product isolated to yield pivaloyloxymethyl 1-hydroxy-2-methylcarbapenam-3-carboxylate. The reactants are O=C([O-])[O-], CCOC(C)=O, CN(C)C=O, COc1cc(O)c(F)c(C=O)c1, [I-], [K+], [K+], [Na+], O, OCCCl. Product: COc1cc(C=O)c(F)c(OCCO)c1. RXN SMILES: [C:19](=[O:20])([O-:21])[O-:22].[CH3:26][CH2:27][O:28][C:29](=[O:30])[CH3:31].[CH3:32][N:33]([CH3:34])[CH:35]=[O:36].[F:1][c:2]1[c:3]([CH:4]=[O:5])[cH:6][c:7]([O:11][CH3:12])[cH:8][c:9]1[OH:10].[I-:18].[K+:23].[K+:24].[Na+:17].[OH2:25].[OH:13][CH2:14][CH2:15][Cl:16]>>[F:1][c:2]1[c:3]([CH:4]=[O:5])[cH:6][c:7]([O:11][CH3:12])[cH:8][c:9]1[O:10][CH2:15][CH2:14][OH:13]. Starting materials: C(CCCCCCCCCCC)(=O)O (lauric acid), C(Cl)(Cl)Cl (chloroform), [Cl-].[Ca+2].[Cl-] (calcium chloride), C1(O)=CC(O)=CC=C1 (resorcinol). Reagents/catalysts: [Cl-].[Zn+2].[Cl-] (zinc chloride). Run in O (water). Yields the product C(CCCCCCCCCCC)(=O)C1=C(C=C(O)C=C1)O (4-Dodecanoyl resorcinol). Yield: 41.4%. RXN SMILES: [C:1](O)(=[O:13])[CH2:2][CH2:3][CH2:4][CH2:5][CH2:6][CH2:7][CH2:8][CH2:9][CH2:10][CH2:11][CH3:12].[Cl-].[Ca+2].[Cl-].[C:18]1([CH:25]=[CH:24][CH:23]=[C:21]([OH:22])[CH:20]=1)[OH:19].C(Cl)(Cl)Cl>O.[Cl-].[Zn+2].[Cl-]>[C:1]([C:23]1[CH:24]=[CH:25][C:18]([OH:19])=[CH:20][C:21]=1[OH:22])(=[O:13])[CH2:2][CH2:3][CH2:4][CH2:5][CH2:6][CH2:7][CH2:8][CH2:9][CH2:10][CH2:11][CH3:12] |f:1.2.3,7.8.9|. Procedure: 68 g of granular zinc chloride and 250 g of lauric acid were melted togerther at 125° C., under nitrogen and with protection from moisture by calcium chloride. The mass was stirred and 55 g of resorcinol were added portionwise over 15 minutes. The mixture was stirred a further 2 hours, cooled and drowned in 500 ml of water. 100 ml of chloroform was added to break up the solid mass, and the crystalline solid remaining was filtered, washed with chloroform, then water, to give 60.4 g of a solid wit... Reaction SMILES: [F-].C([N+](CCCC)(CCCC)CCCC)CCC.[CH2:19]([C:22]1([CH3:66])[CH2:27][C@H:26]([C:28]2[CH:33]=[CH:32][CH:31]=[C:30]([Cl:34])[CH:29]=2)[C@@H:25]([C:35]2[CH:40]=[CH:39][C:38]([Cl:41])=[CH:37][CH:36]=2)[N:24]([C@@H:42]([CH:62]2[CH2:64][CH2:63]2)[CH2:43][O:44][Si](C(C)(C)C)(C2C=CC=CC=2)C2C=CC=CC=2)[C:23]1=[O:65])[CH:20]=[CH2:21]>C1COCC1.C(OCC)(=O)C>[CH2:19]([C@@:22]1([CH3:66])[CH2:27][C@H:26]([C:28]2[CH:33]=[CH:32][CH:31]=[C:30]([Cl:34])[CH:29]=2)[C@@H:25]([C:35]2[CH:36]=[CH:37][C:38]([Cl:41])=[CH:39][CH:40]=2)[N:24]([C@@H:42]([CH:62]2[CH2:63][CH2:64]2)[CH2:43][OH:44])[C:23]1=[O:65])[CH:20]=[CH2:21] |f:0.1|. Product: C(C=C)[C@@]1(C(N([C@@H]([C@H](C1)C1=CC(=CC=C1)Cl)C1=CC=C(C=C1)Cl)[C@H](CO)C1CC1)=O)C ((3S,5R,6S)-3-Allyl-5-(3-chlorophenyl)-6-(4-chlorophenyl)-1-((S)-1-cyclopropyl-2-hydroxyethyl)-3-methylpiperidin-2-one). Starting materials: [F-].C(CCC)[N+](CCCC)(CCCC)CCCC (tetrabutylammonium fluoride), C(C=C)C1(C(N([C@@H]([C@H](C1)C1=CC(=CC=C1)Cl)C1=CC=C(C=C1)Cl)[C@H](CO[Si](C1=CC=CC=C1)(C1=CC=CC=C1)C(C)(C)C)C1CC1)=O)C ((5R,6S)-3-allyl-1-((S)-2-(tert-butyldiphenylsilyloxy)-1-cyclopropylethyl)-5-(3-chlorophenyl)-6-(4-chlorophenyl)-3-methylpiperidin-2-one). Run at time 2 hour. Reported procedure: A solution of tetrabutylammonium fluoride in THF (1M, 2.10 mL, 2.10 mmol) was added to a solution of diastereomers (5R,6S)-3-allyl-1-((S)-2-(tert-butyldiphenylsilyloxy)-1-cyclopropylethyl)-5-(3-chlorophenyl)-6-(4-chlorophenyl)-3-methylpiperidin-2-one (Example 251, Step D, 488 mg, 0.700 mmol) in THF (10 ml).The reaction was stirred at ambient temperature for 2 hours. The mixture was diluted in ethyl acetate and washed with water and sat. aq. NaCl solution. The organic layer was dried over sodium ... The solvent is C1CCOC1 (THF), C1CCOC1 (THF), C(C)(=O)OCC (ethyl acetate).